From a dataset of the Open Reaction Database (ORD), a public repository of structured organic reaction records. describe an organic reaction: reactants, conditions, products, and yield Procedure details: The title compound was synthesized in analogy to Example 68, using 3-oxo-butyric acid methyl ester as compound of formula R, 2-bromo-1-(5-chloro-2-fluoro-phenyl)-ethanone as compound of formula S, cyclopropanemethylamine as R3—(CH2)m—NH2 and cyclohexylamine as R1R2NH, MS (ISP) 389.3 (M+H)+. As a reaction SMILES: C[O:2][C:3](=O)[CH2:4][C:5](=O)[CH3:6].Br[CH2:10][C:11]([C:13]1[CH:18]=[C:17]([Cl:19])[CH:16]=[CH:15][C:14]=1[F:20])=O.[CH:21]1([CH2:24][NH2:25])[CH2:23][CH2:22]1.[CH:26]1([NH2:32])[CH2:31][CH2:30][CH2:29][CH2:28][CH2:27]1>>[CH:26]1([NH:32][C:3]([C:4]2[CH:10]=[C:11]([C:13]3[CH:18]=[C:17]([Cl:19])[CH:16]=[CH:15][C:14]=3[F:20])[N:25]([CH2:24][CH:21]3[CH2:23][CH2:22]3)[C:5]=2[CH3:6])=[O:2])[CH2:31][CH2:30][CH2:29][CH2:28][CH2:27]1. The reactants are COC(CC(C)=O)=O (3-oxo-butyric acid methyl ester), R3—(CH2)m—NH2, C1(CCCCC1)N (cyclohexylamine), BrCC(=O)C1=C(C=CC(=C1)Cl)F (2-bromo-1-(5-chloro-2-fluoro-phenyl)-ethanone), C1(CC1)CN (cyclopropanemethylamine). The product is C1(CCCCC1)NC(=O)C1=C(N(C(=C1)C1=C(C=CC(=C1)Cl)F)CC1CC1)C (5-(5-Chloro-2-fluoro-phenyl)-1-cyclopropylmethyl-2-methyl-1H-pyrrole-3-carboxylic acid cyclohexylamide). Starting materials: COC=1C=C(C=C(C1)OC)C=C(C(=O)O)C1=CC=C(C=C1)OC1=CC=C(C=C1)CCC(NC(=O)N)=O (3-(3,5-dimethoxyphenyl)-2-{4-[4-(3-oxo-3-ureido -propyl)-phenoxy]-phenyl}-acrylic acid), C(=O)(N1C=NC=C1)N1C=NC=C1 (carbonyldiimidazole), CNC (dimethylamine), C1CCOC1 (THF). Solvent: CN(C)C=O (DMF), O (water). Reaction conditions: temperature 60 celsius, time 18 hour. The product is COC=1C=C(C=C(C1)OC)C=C(C(=O)N(C)C)C1=CC=C(C=C1)OC1=CC=C(C=C1)CCC(NC(=O)N)=O (3-(3,5-dimethoxyphenyl)-N,N-dimethyl-2-{4-[4-(3-oxo-3-ureido-propyl)-phenoxy]-phenyl}-acrylamide). As a reaction SMILES: [CH3:1][O:2][C:3]1[CH:4]=[C:5]([CH:11]=[C:12]([C:16]2[CH:21]=[CH:20][C:19]([O:22][C:23]3[CH:28]=[CH:27][C:26]([CH2:29][CH2:30][C:31](=[O:36])[NH:32][C:33]([NH2:35])=[O:34])=[CH:25][CH:24]=3)=[CH:18][CH:17]=2)[C:13]([OH:15])=O)[CH:6]=[C:7]([O:9][CH3:10])[CH:8]=1.[C:37](N1C=CN=C1)([N:39]1C=CN=[CH:40]1)=O.CNC.C1COCC1>CN(C=O)C.O>[CH3:10][O:9][C:7]1[CH:6]=[C:5]([CH:11]=[C:12]([C:16]2[CH:21]=[CH:20][C:19]([O:22][C:23]3[CH:28]=[CH:27][C:26]([CH2:29][CH2:30][C:31](=[O:36])[NH:32][C:33]([NH2:35])=[O:34])=[CH:25][CH:24]=3)=[CH:18][CH:17]=2)[C:13]([N:39]([CH3:40])[CH3:37])=[O:15])[CH:4]=[C:3]([O:2][CH3:1])[CH:8]=1. Procedure details: To a stirred solution of 6 (1.68 g, 3.43 mmol) in dry DMF (30 mL) was added carbonyldiimidazole (1.1 g, 6.86 mmol), and the reaction mixture was heated to 60° C. for 1 hr. The reaction mixture was cooled to 0° C. and a solution of dimethylamine in THF (2 M, 8.6 mL, 17.2 mmol) was added and stirred for 18 hr. The reaction mixture was diluted with water (100 mL) and extracted with ethyl acetate (100 mL). The organic phase was then rinsed sequentially with 10% citric acid (2×50 mL), water (2×50 mL)... The reactants are COC(=O)c1cc(OC)cc(C)c1C(=O)OC, COCCOC, [Na+], [OH-]. Product: COC(=O)c1c(C)cc(OC)cc1C(=O)O. Reaction SMILES: [CH3:1][O:2][c:3]1[cH:4][c:5]([CH3:17])[c:6]([C:13](=[O:14])[O:15][CH3:16])[c:7]([C:8](=[O:9])[O:10][CH3:11])[cH:12]1.[CH3:20][O:21][CH2:22][CH2:23][O:24][CH3:25].[Na+:19].[OH-:18]>>[CH3:1][O:2][c:3]1[cH:4][c:5]([CH3:17])[c:6]([C:13](=[O:14])[O:15][CH3:16])[c:7]([C:8](=[O:9])[OH:10])[cH:12]1.